The task is: describe an organic reaction: reactants, conditions, products, and yield. This data is from the Open Reaction Database (ORD), a public repository of structured organic reaction records. The reactants are CN (MeNH2), [OH-].[Na+] (NaOH), FC1=CC=C(C(=O)Cl)C=C1 (4-fluorobenzoyl chloride). The solvent is C(Cl)Cl (CH2Cl2). Product: FC1=CC=C(C(=O)NC)C=C1 (4-Fluoro-N-methyl-benzamide). Isolated yield 94.0%. RXN SMILES: [CH3:1][NH2:2].[OH-].[Na+].[F:5][C:6]1[CH:14]=[CH:13][C:9]([C:10](Cl)=[O:11])=[CH:8][CH:7]=1>C(Cl)Cl>[F:5][C:6]1[CH:14]=[CH:13][C:9]([C:10]([NH:2][CH3:1])=[O:11])=[CH:8][CH:7]=1 |f:1.2|. Reported procedure: To a solution of 30 mL MeNH2 (40% wt in H2O) was added 139 mL of 1N NaOH. To this was added 130 mL of CH2Cl2 followed by 4-fluorobenzoyl chloride (22 grams, 139 mmol) while the mixture was rapidly stirred. After 1 hour the organic layer was separated, washed with H2O, dried over Na2SO4 and solvent removed under vacuum to yield 20 grams (94% yield) solid. 1H NMR (500 MHz, DMSO) δ: 2.78 (d, 3, J=5), 7.28 (t, 2, J=9), 7.91 (m, 2), 8.46 (br s, 1). 13C NMR (125 MHz, DMSO) δ: 26.13, 114.95, 115.13, 12... The reactants are [N+](=O)([O-])C1=CC=C(C=C1)Cl (p-nitrochlorobenzene), solution, C(=O)NC1=CC=CC=C1 (formanilide), [N+](=O)([O-])C1=CC=C(C=C1)Cl (p-nitrochlorobenzene), C=1(C(=CC=CC1)C)C (xylene), [OH-].[Cs+] (cesium hydroxide), solution. Run in O (water), O (water). Conditions: temperature 5 celsius. Yields the product C1=CC=C(C=C1)NC2=CC=C(C=C2)[N+](=O)[O-] (4-nitrodiphenylamine). RXN SMILES: [N+:1]([C:4]1[CH:9]=[CH:8][C:7](Cl)=[CH:6][CH:5]=1)([O-:3])=[O:2].C([NH:13][C:14]1[CH:19]=[CH:18][CH:17]=[CH:16][CH:15]=1)=O.C1(C)C(C)=CC=CC=1.[OH-].[Cs+]>O>[CH:17]1[CH:18]=[CH:19][C:14]([NH:13][C:7]2[CH:8]=[CH:9][C:4]([N+:1]([O-:3])=[O:2])=[CH:5][CH:6]=2)=[CH:15][CH:16]=1 |f:3.4|. Procedure: Into the reactor previously described are charged 49.7 grams (0.315 moles) of p-nitrochlorobenzene together with 98.7 grams of a 66.4% solution of formanilide recovered from a previous run (0.54 molecular proportions). The solution also contained 0.07 moles of p-nitrochlorobenzene, bringing the total to 0.385 mole. About 50 milliliters of xylene are added, and the mixture heated to refluxing temperature which is about 195°-198° C. To the hot mixture is added at the rate of about 0.4 ml. per minu...